Dataset: the Open Reaction Database (ORD), a public repository of structured organic reaction records. Task: describe an organic reaction: reactants, conditions, products, and yield Starting materials: C(C)(=O)OCCCCCC.C(CCCCC)O.O (n-hexyl acetate n-hexyl alcohol water). Solvent: O (water). Product: C(C)(=O)OCCCCCC (n-hexyl acetate), C(CCCCC)O (n-hexyl alcohol). As a reaction SMILES: [C:1]([O:4][CH2:5][CH2:6][CH2:7][CH2:8][CH2:9][CH3:10])(=[O:3])[CH3:2].[CH2:11]([OH:17])[CH2:12][CH2:13][CH2:14][CH2:15][CH3:16].O>O>[C:1]([O:4][CH2:5][CH2:6][CH2:7][CH2:8][CH2:9][CH3:10])(=[O:3])[CH3:2].[CH2:11]([OH:17])[CH2:12][CH2:13][CH2:14][CH2:15][CH3:16] |f:0.1.2|. Procedure: One of the commercially important ways to manufacture n-hexyl acetate is by the catalytic esterification of n-hexyl alcohol wih acetic acid. n-Hexyl acetate (b.p.=171.5° C.), n-hexyl alcohol (b.p.=157.5° C.) and water (b.p.=100° C.) form a minimum ternary azeotrope boiling at 97.0° C. and containing 18.5 weight percent n-hexyl acetate, 52.9 wt.% n-hexyl alcohol and 28.6 wt.% water. n-Hexyl acetate forms a binary azeotrope with water boiling at 97.4° C. and containing 39 wt.% n-hexyl acetate. n-H...